This data is from the Open Reaction Database (ORD), a public repository of structured organic reaction records. The task is: describe an organic reaction: reactants, conditions, products, and yield Starting materials: [Si](C)(C)(C(C)(C)C)O[C@H]1C[C@H]2[C@H](C([C@H]3[C@@H]4CC[C@H]([C@@H](CCC(=O)OC)C)[C@]4(CC[C@@H]3[C@]2(CC1)C)C)=O)O (methyl 3α-tert-butyldimethylsilyloxy-6α-hydroxy-7-keto-5β-cholanoate), C(C)N(CC)S(F)(F)F (diethylamino-sulfur-trifluoride). Solvent: C(Cl)Cl (methylene chloride), C(Cl)Cl (methylene chloride). Yields the product O[C@H]1C[C@H]2[C@H](C([C@H]3[C@@H]4CC[C@H]([C@@H](CCC(=O)OC)C)[C@]4(CC[C@@H]3[C@]2(CC1)C)C)=O)F (Methyl 3α-hydroxy-6α-fluoro-7-keto-5β-cholanoate). The yield is 31.6%. As a reaction SMILES: [Si]([O:8][C@@H:9]1[CH2:33][CH2:32][C@@:31]2([CH3:34])[C@H:11]([C@@H:12](O)[C:13](=[O:36])[C@@H:14]3[C@@H:30]2[CH2:29][CH2:28][C@@:27]2([CH3:35])[C@H:15]3[CH2:16][CH2:17][C@@H:18]2[C@H:19]([CH3:26])[CH2:20][CH2:21][C:22]([O:24][CH3:25])=[O:23])[CH2:10]1)(C(C)(C)C)(C)C.C(N(S(F)(F)[F:44])CC)C>C(Cl)Cl>[OH:8][C@@H:9]1[CH2:33][CH2:32][C@@:31]2([CH3:34])[C@H:11]([C@@H:12]([F:44])[C:13](=[O:36])[C@@H:14]3[C@@H:30]2[CH2:29][CH2:28][C@@:27]2([CH3:35])[C@H:15]3[CH2:16][CH2:17][C@@H:18]2[C@H:19]([CH3:26])[CH2:20][CH2:21][C:22]([O:24][CH3:25])=[O:23])[CH2:10]1. Procedure details: A solution of methyl 3α-tert-butyldimethylsilyloxy-6α-hydroxy-7-keto-5β-cholanoate (2.4 g, 4.49 mmoles) in methylene chloride (50 ml) was added dropwise in one hour to a solution of diethylamino-sulfur-trifluoride (2.72 ml, 20.0 mmoles) in methylene chloride (50 ml) and the mixture was left to react overnight under argon atmosphere, with magnetic stirring. The reaction mixture was washed with water (1×30 ml), subsequently with a sodium bicarbonate saturated solution (2×20 ml), finally with brine... Starting materials: N1N=CC(=C1)C=O (1H-pyrazole-4-carbaldehyde), BrCC1CC1 (1-(bromomethyl)cyclopropane), [H-].[Na+] (sodium hydride). Run in CN(C)C=O (DMF), CN(C)C=O (DMF). Run at temperature 0 celsius, time 20 minute. Yields the product C1(CC1)CN1N=CC(=C1)C=O (1-Cyclopropylmethyl-1H-pyrazole-4-carbaldehyde). As a reaction SMILES: [NH:1]1[CH:5]=[C:4]([CH:6]=[O:7])[CH:3]=[N:2]1.[H-].[Na+].Br[CH2:11][CH:12]1[CH2:14][CH2:13]1>CN(C=O)C>[CH:12]1([CH2:11][N:1]2[CH:5]=[C:4]([CH:6]=[O:7])[CH:3]=[N:2]2)[CH2:14][CH2:13]1 |f:1.2|. Reported procedure: Add 1H-pyrazole-4-carbaldehyde (0.200 g, 2.08 mmol) to a suspension of sodium hydride (0.092 g, 2.29 mmol) in DMF (3 mL) at 0° C. Stir for 20 min. at 0° C. Add a solution of 1-(bromomethyl)cyclopropane (0.295 g, 2.18 mmol) in DMF (4 mL) dropwise to the reaction mixture. Stir reaction to ambient temperature for 18 hr. Quench with aqueous saturated sodium bicarbonate solution and add ethyl acetate. Separate organic layer. Extract aqueous layer twice with ethyl acetate, dry combined organics (magne... The product is COC1CN(Cc2ccccc2)CCC1(OC)OC. Starting materials: CI, CN(C)C=O, [H-], [Na+], COC1(OC)CCN(Cc2ccccc2)CC1O. As a reaction SMILES: [CH3:21][I:22].[CH3:23][N:24]([CH3:25])[CH:26]=[O:27].[H-:19].[Na+:20].[c:1]1([CH2:7][N:8]2[CH2:9][CH:10]([OH:18])[C:11]([O:14][CH3:15])([O:16][CH3:17])[CH2:12][CH2:13]2)[cH:2][cH:3][cH:4][cH:5][cH:6]1>>[c:1]1([CH2:7][N:8]2[CH2:9][CH:10]([O:18][CH3:21])[C:11]([O:14][CH3:15])([O:16][CH3:17])[CH2:12][CH2:13]2)[cH:2][cH:3][cH:4][cH:5][cH:6]1. Starting materials: C(C)(C)(C)OC(=O)N[C@@H](C(C(=O)NOCC(=O)O)O)CC1CCCCC1 (((((2RS,3R)-3-(tert-butoxycarbonyl)amino-4-cyclohexyl-2-hydroxybutanoyl)amino)oxy)acetic acid), Cl.C(C)OC([C@@H](N)C)=O (L-alanine ethyl ester hydrochloride), Cl.CN(CCCN=C=NCC)C (1-(3-dimethylaminopropyl)-3-ethylcarbodiimide hydrochloride), ON1N=NC2=C1C=CC=C2 (1-hydroxybenzotriazole), CN1CCOCC1 (N-methylmorpholine). The solvent is ClCCl (dichloromethane), ClCCl (dichloromethane). Reaction conditions: time 1 hour. Yields the product N[C@@H](C(C(=O)NOCC(=O)N[C@H](C(=O)OCC)C)O)CC1CCCCC1 (ethyl (2S)-2-((((((2RS,3R)-3-amino-4-cyclohexyl-2-hydroxybutanoyl)amino)oxy)acetyl)amino)propanoate). RXN SMILES: C(OC([NH:8][C@H:9]([CH2:20][CH:21]1[CH2:26][CH2:25][CH2:24][CH2:23][CH2:22]1)[CH:10]([OH:19])[C:11]([NH:13][O:14][CH2:15][C:16]([OH:18])=O)=[O:12])=O)(C)(C)C.Cl.[CH2:28]([O:30][C:31](=[O:35])[C@H:32]([CH3:34])[NH2:33])[CH3:29].Cl.CN(C)CCCN=C=NCC.ON1C2C=CC=CC=2N=N1.CN1CCOCC1>ClCCl>[NH2:8][C@H:9]([CH2:20][CH:21]1[CH2:22][CH2:23][CH2:24][CH2:25][CH2:26]1)[CH:10]([OH:19])[C:11]([NH:13][O:14][CH2:15][C:16]([NH:33][C@@H:32]([CH3:34])[C:31]([O:30][CH2:28][CH3:29])=[O:35])=[O:18])=[O:12] |f:1.2,3.4|. Procedure: A solution of Example 118A (0.17 g, 0.45 mmol), L-alanine ethyl ester hydrochloride (0.098 g, 0.64 mmol), 1-(3-dimethylaminopropyl)-3-ethylcarbodiimide hydrochloride (0.098 g, 0.51 mmol), 1-hydroxybenzotriazole (0.091 g, 0.67 mmol), and N-methylmorpholine (0.11 mL, 1.0 mmol) in dichloromethane (5 mL) at room temperature was stirred for 16 hours, diluted with dichloromethane, washed sequentially with 1 M HCl, aqueous NaHCO3, dried (MgSO4), filtered, and concentrated. The concentrate was dissolved... The reactants are FC(CO)(F)F (2,2,2-trifluoroethanol), [H-].[Na+] (sodium hydride), [NH4+].[Cl-] (NH4Cl), BrC=1C=C2C=NN=C(C2=CC1)Cl (6-bromo-1-chlorophthalazine). Run in C1CCOC1 (THF), CN(C)C=O (DMF). Conditions: time 10 minute. Product: BrC=1C=C2C=NN=C(C2=CC1)OCC(F)(F)F (6-Bromo-1-(2,2,2-trifluoroethoxy)phthalazine). RXN SMILES: [F:1][C:2]([F:6])([F:5])[CH2:3][OH:4].[H-].[Na+].[Br:9][C:10]1[CH:11]=[C:12]2[C:17](=[CH:18][CH:19]=1)[C:16](Cl)=[N:15][N:14]=[CH:13]2.[NH4+].[Cl-]>C1COCC1.CN(C=O)C>[Br:9][C:10]1[CH:11]=[C:12]2[C:17](=[CH:18][CH:19]=1)[C:16]([O:4][CH2:3][C:2]([F:6])([F:5])[F:1])=[N:15][N:14]=[CH:13]2 |f:1.2,4.5|. Reported procedure: A solution of 2,2,2-trifluoroethanol (329 mg, 3.28 mmol) in 3.0 mL of THF and 3.0 mL of DMF at 0° C. was treated with sodium hydride (60% wt) (131 mg, 3.28 mmol) and the resulting mixture was stirred for 10 min, then solid 6-bromo-1-chlorophthalazine (400 mg, 1.64 mmol) was added in one portion. The mixture was stirred at RT for 1 h, poured into iced-cold saturated NH4Cl solution, and extracted with EtOAc twice. The combined organic layers were dried over sodium sulfate, concentrated under vacuu...